This data is from the Open Reaction Database (ORD), a public repository of structured organic reaction records. The task is: describe an organic reaction: reactants, conditions, products, and yield The reactants are C1=CC=CC=2C3=CC=CC=C3NC12 (Carbazole), [H-].[Na+] (sodium hydride), COC(CC1=CC=C(C=C1)CBr)=O ((4-bromomethylphenyl)acetic acid methyl ester). Reagents/catalysts: [I-].[K+] (potassium iodide). The solvent is CN(C)C=O (DMF), C(C)(=O)OCC (ethyl acetate), O (water). Conditions: time 30 minute. The product is COC(CC1=CC=C(C=C1)CN1C2=CC=CC=C2C=2C=CC=CC12)=O ((4-Carbazol-9-ylmethyl-phenyl)acetic acid methyl ester). Isolated yield 35.9%. As a reaction SMILES: [CH:1]1[C:13]2[NH:12][C:11]3[C:6](=[CH:7][CH:8]=[CH:9][CH:10]=3)[C:5]=2[CH:4]=[CH:3][CH:2]=1.[H-].[Na+].[CH3:16][O:17][C:18](=[O:28])[CH2:19][C:20]1[CH:25]=[CH:24][C:23]([CH2:26]Br)=[CH:22][CH:21]=1>CN(C=O)C.C(OCC)(=O)C.O.[I-].[K+]>[CH3:16][O:17][C:18](=[O:28])[CH2:19][C:20]1[CH:21]=[CH:22][C:23]([CH2:26][N:12]2[C:11]3[CH:10]=[CH:9][CH:8]=[CH:7][C:6]=3[C:5]3[C:13]2=[CH:1][CH:2]=[CH:3][CH:4]=3)=[CH:24][CH:25]=1 |f:1.2,7.8|. Reported procedure: Carbazole (1.0 g, 6.0 mmol) and sodium hydride (60 wt. % in mineral oil, 0.14 g, 6.0 mmol) were placed under argon and dissolved in DMF (5 mL). The mixture was stirred at room temperature for 30 min, followed by treatment with (4-bromomethylphenyl)acetic acid methyl ester (1.5 g, 6.0 mmol) and 5 mg of potassium iodide. The reaction was heated to 80° C. for 2 h. The reaction was then diluted with ethyl acetate (30 mL) and water (30 mL). The organic layer was isolated and the aqueous layer extract... Reactants: Cl, C1CCOC1, CC(C)CC(C(=O)Nc1cnccn1)N1CC(Oc2ccc(CC3COC(C)(C)O3)cc2)=CC1=O. Product: CC(C)CC(C(=O)Nc1cnccn1)N1CC(Oc2ccc(CC(O)CO)cc2)=CC1=O. Reaction SMILES: [ClH:36].[O:37]1[CH2:38][CH2:39][CH2:40][CH2:41]1.[n:1]1[c:2]([NH:7][C:8]([CH:9]([CH2:10][CH:11]([CH3:12])[CH3:13])[N:14]2[C:15](=[O:34])[CH:16]=[C:17]([O:19][c:20]3[cH:21][cH:22][c:23]([CH2:26][CH:27]4[O:28][C:29]([CH3:32])([CH3:33])[O:30][CH2:31]4)[cH:24][cH:25]3)[CH2:18]2)=[O:35])[cH:3][n:4][cH:5][cH:6]1>>[n:1]1[c:2]([NH:7][C:8]([CH:9]([CH2:10][CH:11]([CH3:12])[CH3:13])[N:14]2[C:15](=[O:34])[CH:16]=[C:17]([O:19][c:20]3[cH:21][cH:22][c:23]([CH2:26][CH:27]([OH:28])[CH2:31][OH:30])[cH:24][cH:25]3)[CH2:18]2)=[O:35])[cH:3][n:4][cH:5][cH:6]1.